describe an organic reaction: reactants, conditions, products, and yield From a dataset of the Open Reaction Database (ORD), a public repository of structured organic reaction records. Reactants: CS(=O)(=O)Cl, Nc1cnn(CCCCN2CCN(c3ncccn3)CC2)c1, O, c1ccncc1. Product: CS(=O)(=O)Nc1cnn(CCCCN2CCN(c3ncccn3)CC2)c1. RXN SMILES: [CH3:1][S:2]([Cl:3])(=[O:4])=[O:5].[NH2:6][c:7]1[cH:8][n:9][n:10]([CH2:12][CH2:13][CH2:14][CH2:15][N:16]2[CH2:17][CH2:18][N:19]([c:22]3[n:23][cH:24][cH:25][cH:26][n:27]3)[CH2:20][CH2:21]2)[cH:11]1.[OH2:28].[cH:29]1[cH:30][cH:31][n:32][cH:33][cH:34]1>>[CH3:1][S:2](=[O:4])(=[O:5])[NH:6][c:7]1[cH:8][n:9][n:10]([CH2:12][CH2:13][CH2:14][CH2:15][N:16]2[CH2:17][CH2:18][N:19]([c:22]3[n:23][cH:24][cH:25][cH:26][n:27]3)[CH2:20][CH2:21]2)[cH:11]1.